Dataset: the Open Reaction Database (ORD), a public repository of structured organic reaction records. Task: describe an organic reaction: reactants, conditions, products, and yield Starting materials: ClCC1=C(C(=CC=C1)OC)F (1-(chloromethyl)-2-fluoro-3-methoxybenzene), [C-]#N.[Na+] (sodium cyanide). Run in C(C)O (ethanol), O (water), O (water). Run at temperature 70 celsius. Yields the product FC1=C(C=CC=C1OC)CC#N (2-(2-Fluoro-3-methoxyphenyl)acetonitrile). Yield: 82.3%. Reaction SMILES: Cl[CH2:2][C:3]1[CH:8]=[CH:7][CH:6]=[C:5]([O:9][CH3:10])[C:4]=1[F:11].[C-:12]#[N:13].[Na+]>C(O)C.O>[F:11][C:4]1[C:5]([O:9][CH3:10])=[CH:6][CH:7]=[CH:8][C:3]=1[CH2:2][C:12]#[N:13] |f:1.2|. Procedure: To a solution of 1-(chloromethyl)-2-fluoro-3-methoxybenzene (8.6 g, 49.3 mmol) in ethanol (60 mL) and water (10 mL), sodium cyanide (4.8 g, 98.5 mmol) was added. The resulting solution was heated at 70° C. for 16 h. After cooling to room temperature, the solution was poured into water (200 mL) and extracted with ethyl acetate (2×200 mL). The combined organic layers were washed (brine), dried (Na2SO4), and concentrated in vacuo to give the title compound (6.7 g). 1H NMR (CDCl3): δ 7.13-7.07 (m, 1... Starting materials: CC1(SC(C(CC1=O)=O)(C)C)C (2,2,6,6-Tetramethylthiopyran-3,5-dione), C(Cl)(Cl)Cl (chloroform), Cl (hydrochloric acid), C(C)(=O)[O-].C(C)(=O)[O-].C(C)(=O)[O-].BrC1=CC(=C(C=C1)[Pb+3])CC (4-Bromo-2-ethylphenyllead triacetate). The reagents and catalysts are CN(C1=CC=NC=C1)C (4-dimethylaminopyridine). The solvent is C1(=CC=CC=C1)C (toluene). Run at temperature 80 celsius. Product: BrC1=CC(=C(C=C1)C1C(C(SC(C1=O)(C)C)(C)C)=O)CC (4-(4-bromo-2-ethylphenyl)-2,2,6,6-tetramethylthiopyran-3,5-dione). The yield is 40.9%. RXN SMILES: [CH3:1][C:2]1([CH3:12])[C:7](=[O:8])[CH2:6][C:5](=[O:9])[C:4]([CH3:11])([CH3:10])[S:3]1.C(Cl)(Cl)Cl.C([O-])(=O)C.C([O-])(=O)C.C([O-])(=O)C.[Br:29][C:30]1[CH:35]=[CH:34][C:33]([Pb+3])=[C:32]([CH2:37][CH3:38])[CH:31]=1.Cl>CN(C)C1C=CN=CC=1.C1(C)C=CC=CC=1>[Br:29][C:30]1[CH:35]=[CH:34][C:33]([CH:6]2[C:7](=[O:8])[C:2]([CH3:12])([CH3:1])[S:3][C:4]([CH3:11])([CH3:10])[C:5]2=[O:9])=[C:32]([CH2:37][CH3:38])[CH:31]=1 |f:2.3.4.5|. Reported procedure: 2,2,6,6-Tetramethylthiopyran-3,5-dione (10 g, 0.053 mol) (described in Helvetica Chimica Acta, 1992, 75(7), 2265-69) and 4-dimethylaminopyridine (32 g, 0.26 mol) are added to a mixture of chloroform (200 ml) and toluene (50 ml). The reaction mixture is flushed with nitrogen for 15 minutes at ambient temperature. 4-Bromo-2-ethylphenyllead triacetate (34 g, 0.06 mol) is added in one portion and the reaction mixture is stirred and heated to 80° C. (pre-heated oil bath) under an atmosphere of nitrog...